From a dataset of the Open Reaction Database (ORD), a public repository of structured organic reaction records. describe an organic reaction: reactants, conditions, products, and yield The reactants are FC=1C=CC(=C(C1)C(CC(C(C)=O)(C(F)(F)F)O)(C)C)OC (5-(5-fluoro-2-methoxyphenyl)-3-hydroxy-5-methyl-3-(trifluoromethyl)hexan-2-one), NC1=C2C=CC(=NC2=CC=C1)C (5-amino-2-methylquinoline), C(C)(=O)OCC (ethyl acetate), [Na+].[Cl-] (NaCl), C(C)(=O)OCC (ethyl acetate). Reagents/catalysts: [Ti] (titanium). Solvent: O1CCCC1 (tetrahydrofuran), O1CCCC1 (tetrahydrofuran). Run at time 30 minute. Yields the product FC=1C=CC(=C(C1)C(CC(C(C)=NC1=C2C=CC(=NC2=CC=C1)C)(O)C(F)(F)F)(C)C)OC (5-(5-Fluoro-2-methoxyphenyl)-5-methyl-2-(2-methylquinolin-5-ylimino)-3-(trifluoromethyl)hexan-3-ol). Yield: 62.5%. Reaction SMILES: [F:1][C:2]1[CH:3]=[CH:4][C:5]([O:21][CH3:22])=[C:6]([C:8]([CH3:20])([CH3:19])[CH2:9][C:10]([OH:18])([C:14]([F:17])([F:16])[F:15])[C:11](=O)[CH3:12])[CH:7]=1.[NH2:23][C:24]1[CH:33]=[CH:32][CH:31]=[C:30]2[C:25]=1[CH:26]=[CH:27][C:28]([CH3:34])=[N:29]2.[Na+].[Cl-].C(OCC)(=O)C>O1CCCC1.[Ti]>[F:1][C:2]1[CH:3]=[CH:4][C:5]([O:21][CH3:22])=[C:6]([C:8]([CH3:20])([CH3:19])[CH2:9][C:10]([C:14]([F:16])([F:17])[F:15])([OH:18])[C:11](=[N:23][C:24]2[CH:33]=[CH:32][CH:31]=[C:30]3[C:25]=2[CH:26]=[CH:27][C:28]([CH3:34])=[N:29]3)[CH3:12])[CH:7]=1 |f:2.3|. Procedure: 645 mg (2 mmol) of 5-(5-fluoro-2-methoxyphenyl)-3-hydroxy-5-methyl-3-(trifluoromethyl)hexan-2-one is refluxed in 4 ml of tetrahydrofuran under nitrogen with 0.84 ml (4 mmol) of titanium tetraethylate and 348 mg (2.2 mmol) of 5-amino-2-methylquinoline for 24 hours. After cooling to room temperature, the reaction mixture is stirred into 20 ml of saturated NaCl solution, 50 ml of ethyl acetate is added, and it is stirred for 30 minutes, suctioned off on Celite, and rewashed with ethyl acetate and w... Reactants: ClC=1C(=NC=C(C1)Cl)C(CNC(C1=C(C=CC=C1)C(F)(F)F)=O)[N+](=O)[O-] (N-[2-(3,5-dichloropyridin-2-yl)-2-nitroethyl]-2-(trifluoromethyl)benzamide), CN(C=O)C.O (N,N-dimethylformamide water), N(=O)[O-].[Na+] (sodium nitrite). Solvent: mixture, O (water). Run at temperature 60 celsius, time 18 hour. Yields the product ClC=1C(=NC=C(C1)Cl)C(CNC(C1=C(C=CC=C1)C(F)(F)F)=O)=NO (N-[2-(3,5-dichloropyridin-2-yl)-2-(hydroxyimino)ethyl]-2-(trifluoromethyl)benzamide). Yield: 43.9%. RXN SMILES: [Cl:1][C:2]1[C:3]([CH:9]([N+:24]([O-])=[O:25])[CH2:10][NH:11][C:12](=[O:23])[C:13]2[CH:18]=[CH:17][CH:16]=[CH:15][C:14]=2[C:19]([F:22])([F:21])[F:20])=[N:4][CH:5]=[C:6]([Cl:8])[CH:7]=1.CN(C)C=O.O.N([O-])=O.[Na+]>O>[Cl:1][C:2]1[C:3]([C:9](=[N:24][OH:25])[CH2:10][NH:11][C:12](=[O:23])[C:13]2[CH:18]=[CH:17][CH:16]=[CH:15][C:14]=2[C:19]([F:21])([F:20])[F:22])=[N:4][CH:5]=[C:6]([Cl:8])[CH:7]=1 |f:1.2,3.4|. Reported procedure: To 14.00 g of N-[2-(3,5-dichloropyridin-2-yl)-2-nitroethyl]-2-(trifluoromethyl)benzamide in 70 ml of a mixture of N,N-dimethylformamide-water (7:1), 16.62 g of sodium nitrite was added, and the mixture was stirred at 60° C. for 18 hours. After completion of the reaction, the reaction mixture was allowed to cool to room temperature, poured into 100 ml of water and extracted with ethyl acetate (100 ml×2). The resulting organic layers were combined, washed with water (50 ml×1) and dried over satura... The reactants are Nc1ccccc1Cl, O=P(Cl)(Cl)Cl, O=C(O)CSc1nnnn1-c1cccc2ccccc12, c1ccncc1. Product: O=C(CSc1nnnn1-c1cccc2ccccc12)Nc1ccccc1Cl. Reaction SMILES: [Cl:21][c:22]1[c:23]([NH2:24])[cH:25][cH:26][cH:27][cH:28]1.[P:29]([Cl:30])([Cl:31])([Cl:32])=[O:33].[c:1]1(-[n:11]2[n:12][n:13][n:14][c:15]2[S:16][CH2:17][C:18](=[O:19])[OH:20])[cH:2][cH:3][cH:4][c:5]2[cH:6][cH:7][cH:8][cH:9][c:10]12.[cH:34]1[cH:35][cH:36][n:37][cH:38][cH:39]1>>[c:1]1(-[n:11]2[n:12][n:13][n:14][c:15]2[S:16][CH2:17][C:18](=[O:20])[NH:24][c:23]2[c:22]([Cl:21])[cH:28][cH:27][cH:26][cH:25]2)[cH:2][cH:3][cH:4][c:5]2[cH:6][cH:7][cH:8][cH:9][c:10]12.